From a dataset of the Open Reaction Database (ORD), a public repository of structured organic reaction records. describe an organic reaction: reactants, conditions, products, and yield Reaction conditions: temperature 50 celsius, time 8.5 hour. Reactants: CC(C)(C)C(=O)Oc1ccc(C(F)(F)F)cc1 (substrate), CC[Si](CC)(CC)B1OC(C)(C)C(C)(C)O1 (effective_coupling_partner). Yields the product CC[Si](CC)(CC)c1ccc(C(F)(F)F)cc1. The reagents and catalysts are PCy3.